Dataset: the Open Reaction Database (ORD), a public repository of structured organic reaction records. Task: describe an organic reaction: reactants, conditions, products, and yield The reactants are C(C1=CC=CC=C1)NC(=O)[C@@H]1N[C@@H](C1)C(=O)N (cis-N-benzylazetidine-2,4-dicarboxamide). Reagents/catalysts: [Pd] (Pd/C). Solvent: C(C)(=O)O (acetic acid), CO (methanol). Conditions: time 8 hour. The product is N1[C@H](C[C@H]1C(=O)N)C(=O)N (cis-Azetidine-2,4-dicarboxamide). As a reaction SMILES: C([NH:8][C:9]([C@H:11]1[CH2:14][C@@H:13]([C:15]([NH2:17])=[O:16])[NH:12]1)=[O:10])C1C=CC=CC=1>C(O)(=O)C.CO.[Pd]>[NH:12]1[C@H:13]([C:15]([NH2:17])=[O:16])[CH2:14][C@@H:11]1[C:9]([NH2:8])=[O:10]. Procedure details: 45.8 mg (196 μmol) of cis-N-benzylazetidine-2,4-dicarboxamide in 10 ml of glacial acetic acid (no reaction occurs in methanol) are hydrogenated in a Parr shaker over 11 mg of 10% Pd/C under a hydrogen pressure of 4 atm for 7 hours. The mixture is filtered through a fluted filter and the catalyst washed with several portions of methanol. Evaporation and drying in vacuo yields a colorless film which crystallizes slowly on addition of a few drops of methanol. After standing in a freezer overnight, ...